Task: describe an organic reaction: reactants, conditions, products, and yield. Dataset: the Open Reaction Database (ORD), a public repository of structured organic reaction records Starting materials: CC(C)(C)OC(=O)N1CCOCC1C(=O)O, CCOC(=O)Cl, C1CCOC1, CO, CCN(C(C)C)C(C)C. Product: CC(C)(C)OC(=O)N1CCOCC1CO. As a reaction SMILES: [C:12]([CH3:13])([CH3:14])([CH3:15])[O:16][C:17](=[O:18])[N:19]1[CH:20]([C:25](=[O:26])[OH:27])[CH2:21][O:22][CH2:23][CH2:24]1.[C:1]([Cl:2])(=[O:3])[O:4][CH2:5][CH3:6].[CH2:7]1[O:8][CH2:9][CH2:10][CH2:11]1.[CH3:37][OH:38].[CH:28]([N:29]([CH:30]([CH3:31])[CH3:32])[CH2:33][CH3:34])([CH3:35])[CH3:36]>>[C:12]([CH3:13])([CH3:14])([CH3:15])[O:16][C:17](=[O:18])[N:19]1[CH:20]([CH2:25][OH:26])[CH2:21][O:22][CH2:23][CH2:24]1. The reactants are N[C@@H](CC1=CC=CC=C1)C(=O)CF.Cl (PheCH2F hydrochloride), N([C@@H](CC1=CC=CC=C1)C(=O)O)C(=O)OCC1=CC=CC=C1 (Z-PheOH), CN1CCOCC1 (NMM), CN1CCOCC1 (NMM), Cl (HCl). The solvent is CN(C)C=O (DMF), C1CCOC1 (THF). Run at time 10 minute. Product: 0.22, N([C@@H](CC1=CC=CC=C1)C(=O)N[C@@H](CC1=CC=CC=C1)C(=O)CF)C(=O)OCC1=CC=CC=C1 (Z-Phe-PheCH2F). Isolated yield 53.0%. RXN SMILES: [NH:1]([C:13]([O:15][CH2:16][C:17]1[CH:22]=[CH:21][CH:20]=[CH:19][CH:18]=1)=[O:14])[C@H:2]([C:10]([OH:12])=O)[CH2:3][C:4]1[CH:9]=[CH:8][CH:7]=[CH:6][CH:5]=1.CN1CCOCC1.[NH2:30][C@H:31]([C:39]([CH2:41][F:42])=[O:40])[CH2:32][C:33]1[CH:38]=[CH:37][CH:36]=[CH:35][CH:34]=1.Cl.Cl>C1COCC1.CN(C=O)C>[NH:1]([C:13]([O:15][CH2:16][C:17]1[CH:22]=[CH:21][CH:20]=[CH:19][CH:18]=1)=[O:14])[C@H:2]([C:10]([NH:30][C@H:31]([C:39]([CH2:41][F:42])=[O:40])[CH2:32][C:33]1[CH:38]=[CH:37][CH:36]=[CH:35][CH:34]=1)=[O:12])[CH2:3][C:4]1[CH:5]=[CH:6][CH:7]=[CH:8][CH:9]=1 |f:2.3|. Reported procedure: To a solution of Z-PheOH (0.207 g, 0.69 mmol) in THF (4 mL), cooled to -20° C., were added NMM (76 uL, 0.69 mmol) and IBCF (90 uL, 0.69 mmol). After 10 minutes, a chilled (-10° C.) solution of PheCH2F hydrochloride (0.15 g, 0.69 mmol) in DMF (1 mL) was added, followed by NMM (76 uL, 0.69 mmol). The mixture was stirred for 30 minutes. 1M HCl (5 mL) was added. The solution was extracted with ethyl acetate (30 mL), washed with saturated aqueous NaHCO3 (6 mL), brine (4 mL), dried over MgSO4, filtere... Starting materials: N1=CC=CC=C1 (pyridine), FC=1C(=C(C(=C2C1C(=O)OC2=O)F)F)F (Tetrafluorophthalic anhydride), CN(C=O)C (N,N-dimethylformamide), NN (hydrazine). Conditions: time 8 hour. Yields the product FC=1C(=C(C(=C(C1C(=O)NN)C(=O)NN)F)F)F (tetrafluorophthalhydrazide). Isolated yield 87.0%. As a reaction SMILES: [F:1][C:2]1[C:3]([F:15])=[C:4]([F:14])[C:5]([F:13])=[C:6]2C(=O)O[C:8](=[O:9])[C:7]=12.[N:16]1C=CC=CC=1.[NH2:22][NH2:23].C[N:25](C)[CH:26]=[O:27]>>[F:1][C:2]1[C:3]([F:15])=[C:4]([F:14])[C:5]([F:13])=[C:6]([C:26]([NH:25][NH2:16])=[O:27])[C:7]=1[C:8]([NH:22][NH2:23])=[O:9]. Procedure details: Tetrafluorophthalic anhydride (400 mg, 1.8 mmol) is dissolved in 10 mL of anhydrous N,N-dimethylformamide (DMF) that contains anhydrous pyridine (0.47 mL, 5.8 mmol). To the solution is slowly added hydrazine (64 mg, 2.0 mmol). The resulting mixture is stirred overnight. The reaction mixture is concentrated in vacuo, and the residue is poured into water (200 mL). The precipitate formed is collected by filtration, washed with water and air-dried to give Compound 43 (369 mg, yield: 87%). Starting materials: O=C(O)c1cc(Cl)ccc1COc1cc(F)ccc1F, Cl, COC(=O)c1ccc(C(C)N)cc1. Yields the product COC(=O)c1ccc(C(C)NC(=O)c2cc(Cl)ccc2COc2cc(F)ccc2F)cc1. RXN SMILES: [Cl:1][c:2]1[cH:3][cH:4][c:5]([CH2:11][O:12][c:13]2[c:14]([F:20])[cH:15][cH:16][c:17]([F:19])[cH:18]2)[c:6]([C:7](=[O:8])[OH:9])[cH:10]1.[ClH:21].[NH2:22][CH:23]([CH3:24])[c:25]1[cH:26][cH:27][c:28]([C:29](=[O:30])[O:31][CH3:32])[cH:33][cH:34]1>>[Cl:1][c:2]1[cH:3][cH:4][c:5]([CH2:11][O:12][c:13]2[c:14]([F:20])[cH:15][cH:16][c:17]([F:19])[cH:18]2)[c:6]([C:7](=[O:9])[NH:22][CH:23]([CH3:24])[c:25]2[cH:26][cH:27][c:28]([C:29](=[O:30])[O:31][CH3:32])[cH:33][cH:34]2)[cH:10]1. Reactants: O=C([O-])[O-], CC(C)CO, Cl, [K+], [K+], [K+], Nc1nc(C(=O)C(=O)[O-])cs1, C1COCCO1, O. Yields the product CC(C)COC(=O)C(=O)c1csc(N)n1. As a reaction SMILES: [C:19](=[O:20])([O-:21])[O-:22].[CH2:13]([CH:14]([CH3:15])[CH3:16])[OH:17].[ClH:18].[K+:12].[K+:23].[K+:24].[NH2:1][c:2]1[s:3][cH:4][c:5]([C:7]([C:8](=[O:9])[O-:10])=[O:11])[n:6]1.[O:26]1[CH2:27][CH2:28][O:29][CH2:30][CH2:31]1.[OH2:25]>>[NH2:1][c:2]1[s:3][cH:4][c:5]([C:7]([C:8](=[O:9])[O:10][CH2:13][CH:14]([CH3:15])[CH3:16])=[O:11])[n:6]1. Starting materials: FC1=CC=C(C=C1)S(=O)(=O)N[C@H](C(=O)O)CC1=CC=CC=C1 ((S)-2-(4-fluoro-benzenesulfonylamino)-3-phenyl-propionic acid), [Na] (sodium), Cl.C1(=CC=CC=C1)C1CCNCC1 (4-phenyl-piperidine hydrochloride). Yields the product C1(=CC=CC=C1)C[C@@H](C(=O)O)NS(=O)(=O)C1=CC=C(C=C1)N1CCC(CC1)C1=CC=CC=C1 ((S)-3-Phenyl-2-[4-(4-phenyl-piperidin-1-yl)-benzenesulfonylamino]-propionic acid). Reaction SMILES: F[C:2]1[CH:7]=[CH:6][C:5]([S:8]([NH:11][C@@H:12]([CH2:16][C:17]2[CH:22]=[CH:21][CH:20]=[CH:19][CH:18]=2)[C:13]([OH:15])=[O:14])(=[O:10])=[O:9])=[CH:4][CH:3]=1.[Na].Cl.[C:25]1([CH:31]2[CH2:36][CH2:35][NH:34][CH2:33][CH2:32]2)[CH:30]=[CH:29][CH:28]=[CH:27][CH:26]=1>>[C:17]1([CH2:16][C@H:12]([NH:11][S:8]([C:5]2[CH:6]=[CH:7][C:2]([N:34]3[CH2:35][CH2:36][CH:31]([C:25]4[CH:30]=[CH:29][CH:28]=[CH:27][CH:26]=4)[CH2:32][CH2:33]3)=[CH:3][CH:4]=2)(=[O:10])=[O:9])[C:13]([OH:15])=[O:14])[CH:22]=[CH:21][CH:20]=[CH:19][CH:18]=1 |f:2.3,^1:22|. Reported procedure: In a manner similar to Example 3(b), (S)-2-(4-fluoro-benzenesulfonylamino)-3-phenyl-propionic acid, sodium salt and 4-phenyl-piperidine hydrochloride were condensed to give the title compound, mp=167-169° C.